From a dataset of the Open Reaction Database (ORD), a public repository of structured organic reaction records. describe an organic reaction: reactants, conditions, products, and yield The reactants are C1CCN(CC1)C(=O)/N=N/C(=O)N2CCCCC2 (1,1-(azodicarbonyl)dipiperidine), OC1=CC=C(C=O)C=C1 (4-hydroxybenzaldehyde), C1(=CC=CC=C1)P(C1=CC=CC=C1)C1=CC=CC=C1 (triphenylphosphine), CS(=O)(=O)C1=CC=C(C=C1)CCO (2-[4-(methylsulfonyl)phenyl]-1-ethanol). Run in ClCCl (dichloromethane). Conditions: time 2 hour. Yields the product CS(=O)(=O)C1=CC=C(C=C1)CCOC1=CC=C(C=C1)C=O (4-[2-(4-formylphenoxy)ethyl]phenyl methyl sulfone). Isolated yield 72.7%. Reaction SMILES: [OH:1][C:2]1[CH:9]=[CH:8][C:5]([CH:6]=[O:7])=[CH:4][CH:3]=1.[CH3:10][S:11]([C:14]1[CH:19]=[CH:18][C:17]([CH2:20][CH2:21]O)=[CH:16][CH:15]=1)(=[O:13])=[O:12].C1(P(C2C=CC=CC=2)C2C=CC=CC=2)C=CC=CC=1.C1CCN(C(/N=N/C(N2CCCCC2)=O)=O)CC1>ClCCl>[CH3:10][S:11]([C:14]1[CH:19]=[CH:18][C:17]([CH2:20][CH2:21][O:1][C:2]2[CH:9]=[CH:8][C:5]([CH:6]=[O:7])=[CH:4][CH:3]=2)=[CH:16][CH:15]=1)(=[O:12])=[O:13]. Procedure: 1.83 g (15 mmole) 4-hydroxybenzaldehyde was dissolved in 35 ml dichloromethane under argon atmosphere. 1.5 g (7.5 mmole) 2-[4-(methylsulfonyl)phenyl]-1-ethanol was added followed by 3.93 g (15 mmole) triphenylphosphine and 3.78 g (15 mmole) 1,1-(azodicarbonyl)dipiperidine. The reaction mixture was stirred at room temperature and after 2 hours a precipitate is observed. The reaction was disrupted after 5 hours and the reaction mixture was filtered. The filtrate was purified by chromatography on s... Reactants: CO, [H][H], O=[N+]([O-])c1cc(C(F)(F)F)ccc1NCCCN1CCN(C(c2ccccc2)c2ccccc2)CC1. The product is Nc1cc(C(F)(F)F)ccc1NCCCN1CCN(C(c2ccccc2)c2ccccc2)CC1. RXN SMILES: [CH3:39][OH:40].[H:37][H:38].[c:1]1([CH:7]([N:8]2[CH2:9][CH2:10][N:11]([CH2:14][CH2:15][CH2:16][NH:17][c:18]3[c:19]([N+:28]([O-:29])=[O:30])[cH:20][c:21]([C:24]([F:25])([F:26])[F:27])[cH:22][cH:23]3)[CH2:12][CH2:13]2)[c:31]2[cH:32][cH:33][cH:34][cH:35][cH:36]2)[cH:2][cH:3][cH:4][cH:5][cH:6]1>>[c:1]1([CH:7]([N:8]2[CH2:9][CH2:10][N:11]([CH2:14][CH2:15][CH2:16][NH:17][c:18]3[c:19]([NH2:28])[cH:20][c:21]([C:24]([F:25])([F:26])[F:27])[cH:22][cH:23]3)[CH2:12][CH2:13]2)[c:31]2[cH:32][cH:33][cH:34][cH:35][cH:36]2)[cH:2][cH:3][cH:4][cH:5][cH:6]1.